This data is from the Open Reaction Database (ORD), a public repository of structured organic reaction records. The task is: describe an organic reaction: reactants, conditions, products, and yield Starting materials: C(C)(C)(C)OC(=O)N[C@H]([C@H](CC(=O)OCC)O)CC(C)C (ethyl (3S,4S)-4-t-butoxycarbonylamino-3-hydroxy-6-methylheptanoate), [BH4-].[Na+] (sodium borohydride), [Cl-].[Li+] (lithium chloride). Solvent: O1CCCC1 (tetrahydrofuran), C(C)O (ethanol), CC(=O)C (acetone), CO (methanol), O1CCCC1 (tetrahydrofuran), C(C)O (ethanol). Run at time 8 hour. Product: C(C)(C)(C)OC(=O)N[C@H]([C@H](CCO)O)CC(C)C ((3S,4S)-4-t-Butoxycarbonylamino-3-hydroxy-6-methylheptanol). Reaction SMILES: [C:1]([O:5][C:6]([NH:8][C@@H:9]([CH2:18][CH:19]([CH3:21])[CH3:20])[C@@H:10]([OH:17])[CH2:11][C:12](OCC)=[O:13])=[O:7])([CH3:4])([CH3:3])[CH3:2].[BH4-].[Na+].[Cl-].[Li+]>CO.CC(C)=O.O1CCCC1.C(O)C>[C:1]([O:5][C:6]([NH:8][C@@H:9]([CH2:18][CH:19]([CH3:21])[CH3:20])[C@@H:10]([OH:17])[CH2:11][CH2:12][OH:13])=[O:7])([CH3:4])([CH3:3])[CH3:2] |f:1.2,3.4|. Procedure details: A solution of 1.0 g. (3.3 mmole) of ethyl (3S,4S)-4-t-butoxycarbonylamino-3-hydroxy-6-methylheptanoate prepared according to the method of D. Rich [J. Org. Chem., 43, 3624 (1978)] in 10 ml. of a 3:2 by volume mixture of ethanol and tetrahydrofuran was added to a suspension of 375 mg. (9.9 mmole) of sodium borohydride and 420 mg. (9.9 mmole) of lithium chloride in 30 ml. of a 3:2 by volume mixture of ethanol and tetrahydrofuran. The mixture was stirred overnight at room temperature, and then the ... The reactants are O1CCC(CC1)C(=O)O (oxane-4-carboxylic acid), S(=O)(Cl)Cl (thionyl chloride), CO (methanol). Yields the product O1CCC(CC1)C(=O)OC (Methyl oxane-4-carboxylate). As a reaction SMILES: [O:1]1[CH2:6][CH2:5][CH:4]([C:7]([OH:9])=[O:8])[CH2:3][CH2:2]1.S(Cl)(Cl)=O.[CH3:14]O>>[O:1]1[CH2:6][CH2:5][CH:4]([C:7]([O:9][CH3:14])=[O:8])[CH2:3][CH2:2]1. Procedure details: Into a solution of oxane-4-carboxylic acid (50 mg, 0.38 mmol, 1.00 equiv) in methanol (10 mL) was added thionyl chloride (46 mg, 0.39 mmol, 1.01 equiv) dropwise with stirring at room temperature. The resulting solution was stirred for 3 h at room temperature. Concentration under reducing pressure gave the title compound, which was used directly for next step without further purification (brown oil). Starting materials: N#Cc1cccc(Br)c1, O=C([O-])[O-], CC(C)(C)C(=O)CC(=O)C(C)(C)C, CN1CCCC1=O, O=C(O)Cc1ccc(Cl)c(O)c1, Cl[Cu], [Cs+], [Cs+]. Yields the product N#Cc1cccc(Oc2cc(CC(=O)O)ccc2Cl)c1. As a reaction SMILES: [Br:13][c:14]1[cH:15][c:16]([C:17]#[N:18])[cH:19][cH:20][cH:21]1.[C:22](=[O:23])([O-:24])[O-:25].[CH3:28][C:29]([CH3:30])([C:31](=[O:32])[CH2:33][C:34](=[O:35])[C:36]([CH3:37])([CH3:38])[CH3:39])[CH3:40].[CH3:43][N:44]1[CH2:45][CH2:46][CH2:47][C:48]1=[O:49].[Cl:1][c:2]1[c:3]([OH:12])[cH:4][c:5]([CH2:8][C:9](=[O:10])[OH:11])[cH:6][cH:7]1.[Cl:41][Cu:42].[Cs+:26].[Cs+:27]>>[Cl:1][c:2]1[c:3]([O:12][c:14]2[cH:15][c:16]([C:17]#[N:18])[cH:19][cH:20][cH:21]2)[cH:4][c:5]([CH2:8][C:9](=[O:10])[OH:11])[cH:6][cH:7]1. Reactants: O=C([O-])[O-], CCO, Cc1cscc1B(O)O, Cc1ccccc1, [Na+], [Na+], O, O=C(C1CCC(Nc2nccc(-n3nnc4c(I)cccc43)n2)CC1)N1CCC(O)CC1, c1ccc(P(c2ccccc2)(c2ccccc2)[Pd](P(c2ccccc2)(c2ccccc2)c2ccccc2)(P(c2ccccc2)(c2ccccc2)c2ccccc2)P(c2ccccc2)(c2ccccc2)c2ccccc2)cc1. Yields the product Cc1cscc1-c1cccc2c1nnn2-c1ccnc(NC2CCC(C(=O)N3CCC(O)CC3)CC2)n1. RXN SMILES: [C:42](=[O:43])([O-:44])[O-:45].[CH3:133][CH2:134][OH:135].[CH3:33][c:34]1[c:35]([B:39]([OH:40])[OH:41])[cH:36][s:37][cH:38]1.[CH3:48][c:49]1[cH:50][cH:51][cH:52][cH:53][cH:54]1.[Na+:46].[Na+:47].[OH2:55].[OH:1][CH:2]1[CH2:3][CH2:4][N:5]([C:8](=[O:9])[CH:10]2[CH2:11][CH2:12][CH:13]([NH:16][c:17]3[n:18][cH:19][cH:20][c:21](-[n:23]4[n:24][n:25][c:26]5[c:27]4[cH:28][cH:29][cH:30][c:31]5[I:32])[n:22]3)[CH2:14][CH2:15]2)[CH2:6][CH2:7]1.[cH:56]1[cH:57][cH:58][c:59]([P:60]([Pd:61]([P:62]([c:63]2[cH:64][cH:65][cH:66][cH:67][cH:68]2)([c:69]2[cH:70][cH:71][cH:72][cH:73][cH:74]2)[c:75]2[cH:76][cH:77][cH:78][cH:79][cH:80]2)([P:81]([c:82]2[cH:83][cH:84][cH:85][cH:86][cH:87]2)([c:88]2[cH:89][cH:90][cH:91][cH:92][cH:93]2)[c:94]2[cH:95][cH:96][cH:97][cH:98][cH:99]2)[P:100]([c:101]2[cH:102][cH:103][cH:104][cH:105][cH:106]2)([c:107]2[cH:108][cH:109][cH:110][cH:111][cH:112]2)[c:113]2[cH:114][cH:115][cH:116][cH:117][cH:118]2)([c:119]2[cH:120][cH:121][cH:122][cH:123][cH:124]2)[c:125]2[cH:126][cH:127][cH:128][cH:129][cH:130]2)[cH:131][cH:132]1>>[OH:1][CH:2]1[CH2:3][CH2:4][N:5]([C:8](=[O:9])[CH:10]2[CH2:11][CH2:12][CH:13]([NH:16][c:17]3[n:18][cH:19][cH:20][c:21](-[n:23]4[n:24][n:25][c:26]5[c:27]4[cH:28][cH:29][cH:30][c:31]5-[c:35]4[c:34]([CH3:33])[cH:38][s:37][cH:36]4)[n:22]3)[CH2:14][CH2:15]2)[CH2:6][CH2:7]1. Reactants: [OH-].[Na+] (NaOH), CNC1=CC=CC(=N1)CCOC1=CC=C(C=C1)CC(CC(=O)OCC)C1=CC=C(C=C1)C(F)(F)F (ethyl (±)-4-[4-[2-[6-(methylamino)pyridin-2-yl]-1 ethoxy]phenyl]-3-[4-(trifluoromethyl)phenyl)butanoate). The solvent is CO (MeOH). Run at time 24 hour. Product: CNC1=CC=CC(=N1)CCOC1=CC=C(C=C1)CC(CC(=O)O)C1=CC=C(C=C1)C(F)(F)F ((±)-4-[4-[2-[6-(Methylamino)pyridin-2-yl]-1-ethoxy]phenyl]-3-[4-(trifluoromethyl)phenyl]butanoic acid). The yield is 63.8%. RXN SMILES: [OH-].[Na+].[CH3:3][NH:4][C:5]1[N:10]=[C:9]([CH2:11][CH2:12][O:13][C:14]2[CH:19]=[CH:18][C:17]([CH2:20][CH:21]([C:28]3[CH:33]=[CH:32][C:31]([C:34]([F:37])([F:36])[F:35])=[CH:30][CH:29]=3)[CH2:22][C:23]([O:25]CC)=[O:24])=[CH:16][CH:15]=2)[CH:8]=[CH:7][CH:6]=1>CO>[CH3:3][NH:4][C:5]1[N:10]=[C:9]([CH2:11][CH2:12][O:13][C:14]2[CH:15]=[CH:16][C:17]([CH2:20][CH:21]([C:28]3[CH:29]=[CH:30][C:31]([C:34]([F:36])([F:37])[F:35])=[CH:32][CH:33]=3)[CH2:22][C:23]([OH:25])=[O:24])=[CH:18][CH:19]=2)[CH:8]=[CH:7][CH:6]=1 |f:0.1|. Procedure: 1.0 N NaOH (8.2 mL, 0.823 mmole) was added dropwise to a cooled (15° C.) solution of ethyl (±)-4-[4-[2-[6-(methylamino)pyridin-2-yl]-1 ethoxy]phenyl]-3-[4-(trifluoromethyl)phenyl)butanoate (200 mg, 0.41 mmole) in MeOH (3 mL), and the mixture was stirred at RT for 24 hr. The resulting solution was concentrated in vacuum and the residue was dissolved in H2O (5 mL). The pH was adjusted to 5 with 1.0 N HCl, and the precipitate was collected, washed with small amount of water, and dried in vacuum at ... Starting materials: Cc1cccnc1N1CCC(=O)CC1, O=C1CCN(c2ncccc2C(F)(F)F)CC1. Product: CC1CN(c2ncccc2C(F)(F)F)CCC1=O. As a reaction SMILES: [CH3:18][c:19]1[c:20]([N:21]2[CH2:22][CH2:23][C:24](=[O:25])[CH2:26][CH2:27]2)[n:28][cH:29][cH:30][cH:31]1.[F:1][C:2]([c:3]1[c:4]([N:9]2[CH2:10][CH2:11][C:12](=[O:15])[CH2:13][CH2:14]2)[n:5][cH:6][cH:7][cH:8]1)([F:16])[F:17]>>[F:1][C:2]([c:3]1[c:4]([N:9]2[CH2:10][CH:11]([CH3:18])[C:12](=[O:15])[CH2:13][CH2:14]2)[n:5][cH:6][cH:7][cH:8]1)([F:16])[F:17]. Starting materials: ice water, O=P12OP3(=O)OP(=O)(O1)OP(=O)(O2)O3 (phosphoric anhydride), FC1=C(C=C2CCCC(C2=C1)=NO)C (7-fluoro-6 -methyl-1-tetralone oxime), O=P12OP3(=O)OP(=O)(O1)OP(=O)(O2)O3 (phosphoric anhydride). Run in P(O)(O)(O)=O (phosphoric acid). Run at time 4 hour. The product is FC1=CC=2C(=CCCC(N2)=O)C=C1C (3,4-dihydro- 8-fluoro-7-methyl-2-oxo-1-benzazepine). Isolated yield 83.9%. Reaction SMILES: [O:1]=P12OP3(OP(OP(O3)(O1)=O)(=O)O2)=O.[F:15][C:16]1[CH:25]=[C:24]2[C:19]([CH2:20][CH2:21][CH2:22][C:23]2=[N:26]O)=[CH:18][C:17]=1[CH3:28]>P(=O)(O)(O)O>[F:15][C:16]1[C:17]([CH3:28])=[CH:18][C:19]2=[CH:20][CH2:21][CH2:22][C:23](=[O:1])[N:26]=[C:24]2[CH:25]=1. Procedure: To 70 ml of 85% phosphoric acid, 100 g of phosphoric anhydride were added in portions. After the phosphoric anhydride was dissolved thoroughly, 10.0 g of 7-fluoro-6 -methyl-1-tetralone oxime were added to the resulting solution over 20 minutes at an external temperature of 90° C., followed by stirring for 4 hours under the same conditions. After the completion of the reaction, the reaction mixture was poured into ice water. The crystals so precipitated were collected by filtration. The crystals ...